The task is: describe an organic reaction: reactants, conditions, products, and yield. This data is from the Open Reaction Database (ORD), a public repository of structured organic reaction records. As a reaction SMILES: [C:1]([C:3]1[C:11]2[C:6](=[N:7][C:8]([CH3:13])=[CH:9][C:10]=2[CH3:12])[N:5]([C@@H:14]2[C:23]3[C:18](=[CH:19][CH:20]=[CH:21][CH:22]=3)[CH2:17][CH2:16][CH2:15]2)[C:4]=1/[CH:24]=[CH:25]/[C:26]([NH:28][C:29]1[CH:34]=[CH:33][C:32]([O:35][CH3:36])=[C:31]([O:37][CH3:38])[CH:30]=1)=[O:27])#[N:2].C1COCC1>[C].[Pd].CO>[C:1]([C:3]1[C:11]2[C:6](=[N:7][C:8]([CH3:13])=[CH:9][C:10]=2[CH3:12])[N:5]([C@@H:14]2[C:23]3[C:18](=[CH:19][CH:20]=[CH:21][CH:22]=3)[CH2:17][CH2:16][CH2:15]2)[C:4]=1[CH2:24][CH2:25][C:26]([NH:28][C:29]1[CH:34]=[CH:33][C:32]([O:35][CH3:36])=[C:31]([O:37][CH3:38])[CH:30]=1)=[O:27])#[N:2] |f:2.3|. The solvent is CO (methanol). The reactants are C(#N)C1=C(N(C2=NC(=CC(=C21)C)C)[C@H]2CCCC1=CC=CC=C21)/C=C/C(=O)NC2=CC(=C(C=C2)OC)OC ((2E)-3-{3-cyano-4,6-dimethyl-1-[(1S)-1,2,3,4-tetrahydronaphthalen-1-yl]-1H-pyrrolo[2,3-b]pyridin-2-yl}-N-(3,4-dimethoxyphenyl)prop-2-enamide), C1CCOC1 (THF). The reagents and catalysts are [C].[Pd] (palladium carbon). Procedure: A mixed solution of (2E)-3-{3-cyano-4,6-dimethyl-1-[(1S)-1,2,3,4-tetrahydronaphthalen-1-yl]-1H-pyrrolo[2,3-b]pyridin-2-yl}-N-(3,4-dimethoxyphenyl)prop-2-enamide (170 mg, 0.336 mmol), 10% palladium carbon (20 mg), THF (3 ml) and methanol (3 ml) was stirred under hydrogen atmosphere for 4 hours. Insolubles were filtrated off and the filtrate was concentrated to give the objective product as a solid material. Yields the product C(#N)C1=C(N(C2=NC(=CC(=C21)C)C)[C@H]2CCCC1=CC=CC=C21)CCC(=O)NC2=CC(=C(C=C2)OC)OC (3-{3-Cyano-4,6-dimethyl-1-[(1S)-1,2,3,4-tetrahydronaphthalen-1-yl]-1H-pyrrolo[2,3-b]pyridin-2-yl}-N-(3,4-dimethoxyphenyl)propanamide). Starting materials: CCOC(=O)C(N)C(C(F)(F)F)C(F)(F)F, ClCCl, O=S(=O)(Cl)c1cc(F)cc(F)c1, c1ccncc1. The product is CCOC(=O)C(NS(=O)(=O)c1cc(F)cc(F)c1)C(C(F)(F)F)C(F)(F)F. RXN SMILES: [CH2:13]([CH3:14])[O:15][C:16]([CH:17]([CH:18]([C:19]([F:20])([F:21])[F:22])[C:23]([F:24])([F:25])[F:26])[NH2:27])=[O:28].[Cl:35][CH2:36][Cl:37].[F:1][c:2]1[cH:3][c:4]([S:9](=[O:10])(=[O:11])[Cl:12])[cH:5][c:6]([F:8])[cH:7]1.[cH:29]1[cH:30][cH:31][n:32][cH:33][cH:34]1>>[F:1][c:2]1[cH:3][c:4]([S:9](=[O:10])(=[O:11])[NH:27][CH:17]([C:16]([O:15][CH2:13][CH3:14])=[O:28])[CH:18]([C:19]([F:20])([F:21])[F:22])[C:23]([F:24])([F:25])[F:26])[cH:5][c:6]([F:8])[cH:7]1. The reactants are C(C)N(CC)S(F)(F)F (diethylaminosulfur trifluoride), FC=1C(=C(C(=C2N=C(OC21)C(C)(C)O)C#N)C)C2=CC=CC=C2 (7-fluoro-2-(1-hydroxy-1-methylethyl)-5-methyl-6-phenyl-1,3-benzoxazole-4-carbonitrile), C(O)([O-])=O.[Na+] (sodium hydrogencarbonate). Run in ClCCl (dichloromethane). Conditions: time 14 hour. Product: FC=1C(=C(C(=C2N=C(OC21)C(C)(C)F)C#N)C)C2=CC=CC=C2 (7-Fluoro-2-(1-fluoro-1-methylethyl)-5-methyl-6-phenyl-1,3-benzoxazole-4-carbonitrile). Yield: 95.8%. Reaction SMILES: C(N(S(F)(F)[F:7])CC)C.[F:10][C:11]1[C:12]([C:27]2[CH:32]=[CH:31][CH:30]=[CH:29][CH:28]=2)=[C:13]([CH3:26])[C:14]([C:24]#[N:25])=[C:15]2[C:19]=1[O:18][C:17]([C:20](O)([CH3:22])[CH3:21])=[N:16]2.C(=O)([O-])O.[Na+]>ClCCl>[F:10][C:11]1[C:12]([C:27]2[CH:32]=[CH:31][CH:30]=[CH:29][CH:28]=2)=[C:13]([CH3:26])[C:14]([C:24]#[N:25])=[C:15]2[C:19]=1[O:18][C:17]([C:20]([F:7])([CH3:22])[CH3:21])=[N:16]2 |f:2.3|. Reported procedure: Under nitrogen atmosphere, diethylaminosulfur trifluoride (293 μl, 2.24 mmol) was dropwise added at 0° C. to a dichloromethane (5 ml) solution of 7-fluoro-2-(1-hydroxy-1-methylethyl)-5-methyl-6-phenyl-1,3-benzoxazole-4-carbonitrile (I-112) (139 mg, 448 μmol), followed by stirring at room temperature for 14 hours. At 0° C., an aqueous saturated sodium hydrogencarbonate solution was added to the reaction liquid, then the mixture liquid was extracted with chloroform. Next, the combined organic laye... The reactants are CC(C)(C)[Si](C)(C)Cl, CCCCO, CC[N+](CC)(CC)Cc1ccccc1, Cc1ccc(C)cc1, [Cl-], Cc1ccccc1C. Yields the product CCCCO[Si](C)(C)C(C)(C)C. As a reaction SMILES: [C:6]([CH3:7])([CH3:8])([CH3:9])[Si:10]([Cl:11])([CH3:12])[CH3:13].[CH2:1]([CH2:2][CH2:3][CH3:4])[OH:5].[CH2:23]([N+:24]([CH2:25][CH3:26])([CH2:27][CH3:28])[CH2:29][c:30]1[cH:31][cH:32][cH:33][cH:34][cH:35]1)[CH3:36].[CH3:37][c:38]1[cH:39][cH:40][c:41]([CH3:42])[cH:43][cH:44]1.[Cl-:22].[c:14]1([CH3:15])[c:16]([CH3:17])[cH:18][cH:19][cH:20][cH:21]1>>[CH2:1]([CH2:2][CH2:3][CH3:4])[O:5][Si:10]([C:6]([CH3:7])([CH3:8])[CH3:9])([CH3:12])[CH3:13]. Reactants: C(C)(C)OC(C)C (diisopropyl ether), C1(CC1)ON=C(C(=O)N[C@H]1[C@@H]2N(C(=C(CS2=O)CCl)C(=O)OC(C2=CC=CC=C2)C2=CC=CC=C2)C1=O)C=1N=C(SC1)NC=O (benzhydryl 7β-[2-cyclopropyloxyimino-2-(2-formamidothiazol-4-yl)acetamido]-3-chloromethyl-3-cephem-4-carboxylate 1-oxide), [I-].[Na+] (sodium iodide), C(C1=CC=NC=C1)(=O)N (isonicotinamide). The solvent is CN(C=O)C (N,N-dimethylformamide). Reaction conditions: time 30 minute. Yields the product [I-].C1(CC1)ON=C(C(=O)N[C@H]1[C@@H]2N(C(=C(CS2=O)C[N+]2=CC=C(C=C2)C(N)=O)C(=O)OC(C2=CC=CC=C2)C2=CC=CC=C2)C1=O)C=1N=C(SC1)NC=O (benzhydryl 7β-[2-cyclopropyloxyimino-2-(2-formamidothiazol-4-yl)acetamido]-3-(4-carbamoyl-1-pyridinio)methyl-3-cephem-4-carboxylate 1-oxide iodide). Reaction SMILES: [CH:1]1([O:4][N:5]=[C:6]([C:38]2[N:39]=[C:40]([NH:43][CH:44]=[O:45])[S:41][CH:42]=2)[C:7]([NH:9][C@@H:10]2[C:36](=[O:37])[N:12]3[C:13]([C:20]([O:22][CH:23]([C:30]4[CH:35]=[CH:34][CH:33]=[CH:32][CH:31]=4)[C:24]4[CH:29]=[CH:28][CH:27]=[CH:26][CH:25]=4)=[O:21])=[C:14]([CH2:18]Cl)[CH2:15][S:16](=[O:17])[C@H:11]23)=[O:8])[CH2:3][CH2:2]1.[I-:46].[Na+].[C:48]([NH2:56])(=[O:55])[C:49]1[CH:54]=[CH:53][N:52]=[CH:51][CH:50]=1.C(OC(C)C)(C)C>CN(C)C=O>[I-:46].[CH:1]1([O:4][N:5]=[C:6]([C:38]2[N:39]=[C:40]([NH:43][CH:44]=[O:45])[S:41][CH:42]=2)[C:7]([NH:9][C@@H:10]2[C:36](=[O:37])[N:12]3[C:13]([C:20]([O:22][CH:23]([C:30]4[CH:35]=[CH:34][CH:33]=[CH:32][CH:31]=4)[C:24]4[CH:29]=[CH:28][CH:27]=[CH:26][CH:25]=4)=[O:21])=[C:14]([CH2:18][N+:52]4[CH:53]=[CH:54][C:49]([C:48](=[O:55])[NH2:56])=[CH:50][CH:51]=4)[CH2:15][S:16](=[O:17])[C@H:11]23)=[O:8])[CH2:3][CH2:2]1 |f:1.2,6.7|. Procedure: A mixture of benzhydryl 7β-[2-cyclopropyloxyimino-2-(2-formamidothiazol-4-yl)acetamido]-3-chloromethyl-3-cephem-4-carboxylate 1-oxide (syn isomer) (2.5 g) and sodium iodide (3.4 g) in N,N-dimethylformamide (20 ml) was stirred at ambient temperature for 30 minutes. To the mixture was added isonicotinamide (0.91 g) under ice-cooling and the mixture was stirred for 2 hours at the same temperature. The mixture was poured into diisopropyl ether to give an oil. The oil was separated by decantation and... Reactants: CC(C)=O, CC(C)=CCCC(C)CC=O, O. Product: CC(=O)C=CCC(C)CCC=C(C)C. As a reaction SMILES: [CH3:12][C:13]([CH3:14])=[O:15].[CH3:1][CH:2]([CH2:3][CH:4]=[O:5])[CH2:6][CH2:7][CH:8]=[C:9]([CH3:10])[CH3:11].[OH2:16]>>[CH3:1][CH:2]([CH2:3][CH:4]=[CH:12][C:13]([CH3:14])=[O:15])[CH2:6][CH2:7][CH:8]=[C:9]([CH3:10])[CH3:11]. Reactants: CC(=O)Cl, CC(=O)O, OCCNc1c(Cl)c(Cl)nc(Cl)c1Cl, O. The product is CC(=O)OCCNc1c(Cl)c(Cl)nc(Cl)c1Cl. As a reaction SMILES: [CH3:1][C:2]([Cl:3])=[O:4].[CH3:20][C:21](=[O:22])[OH:23].[Cl:5][c:6]1[n:7][c:8]([Cl:18])[c:9]([Cl:17])[c:10]([NH:13][CH2:14][CH2:15][OH:16])[c:11]1[Cl:12].[OH2:19]>>[CH3:1][C:2](=[O:4])[O:16][CH2:15][CH2:14][NH:13][c:10]1[c:9]([Cl:17])[c:8]([Cl:18])[n:7][c:6]([Cl:5])[c:11]1[Cl:12].